Task: describe an organic reaction: reactants, conditions, products, and yield. Dataset: the Open Reaction Database (ORD), a public repository of structured organic reaction records The reactants are CC(=O)O, CN, CCO, O=C(O)CC(=O)O, O=Cc1cccc(O)c1. Yields the product CNC(CC(=O)O)c1cccc(O)c1. Reaction SMILES: [CH3:17][C:18](=[O:19])[OH:20].[CH3:21][NH2:22].[CH3:23][CH2:24][OH:25].[OH:10][C:11](=[O:12])[CH2:13][C:14](=[O:15])[OH:16].[OH:1][c:2]1[cH:3][c:4]([CH:5]=[O:6])[cH:7][cH:8][cH:9]1>>[OH:1][c:2]1[cH:3][c:4]([CH:5]([CH2:13][C:11]([OH:10])=[O:12])[NH:22][CH3:21])[cH:7][cH:8][cH:9]1. Procedure details: Aliquots (10 mL) of thawed urine are centfifuged (10,000×g), and the supernatant adjusted to pH 5.4 with 100 μL glacial acetic acid. As a recovery standard, 3 nCi of [14,15,19,20-3H]-LTC4 (12 pg) is added. Samples are applied to a 3 gm particle C18 precolumn, and washed with 2 volumes of 0.1% NH4OAc buffer pH 5.4. Peptide leukotrienes are then eluted onto a C18 analytical HPLC column, and separated with a 66% MeOH/34% 0.1% NH4Ac pH 5.4 (v/v) mobile phase containing 1 mM EDTA. Fractions eluting w... Reactants: [14,15,19,20-3H]-LTC4, CCCCC/C=C\C/C=C\C=C\C=C\[C@H]([C@H](CCCC(=O)O)O)SC[C@@H](C(=O)O)N (LTE4), C(C)(=O)O (acetic acid). Conditions: temperature -70 celsius, time 2 hour. The product is CCCCC/C=C\C[C@H](/C=C/C=C/C=C\[C@H](CCCC(=O)O)O)O (LTB4). As a reaction SMILES: [CH3:1][CH2:2][CH2:3][CH2:4][CH2:5]/[CH:6]=[CH:7]\[CH2:8]/[CH:9]=[CH:10]\[CH:11]=[CH:12]\[CH:13]=[CH:14]\[C@@H:15](SC[C@H](N)C(O)=O)[C@@H:16]([OH:23])[CH2:17][CH2:18][CH2:19][C:20]([OH:22])=[O:21].C(O)(=[O:33])C>>[CH3:1][CH2:2][CH2:3][CH2:4][CH2:5]/[CH:6]=[CH:7]\[CH2:8][C@@H:9]([OH:33])/[CH:10]=[CH:11]/[CH:12]=[CH:13]/[CH:14]=[CH:15]\[C@@H:16]([OH:23])[CH2:17][CH2:18][CH2:19][C:20]([OH:22])=[O:21]. Starting materials: COC(CC1=C(C=C(C=C1)Cl)F)=O ((4-chloro-2-fluoro-phenyl)-acetic Acid Methyl Ester), C(C)C(CC)(C1=CC(=C(C=C1)C#CC1(CCCCC1)O[Si](C)(C)C)C)C1=CC(=C(C=C1)B1OC(C(O1)(C)C)(C)C)C (2-(4-{1-ethyl-1-[3-methyl-4-(1-trimethylsilanyloxy-cyclohexylethynyl)-phenyl]-propyl}-2-methyl-phenyl)-4,4,5,5-tetramethyl-[1,3,2]dioxaborolane), C1(CCCCC1)P(C1=C(C=CC=C1)C1=C(C=CC=C1OC)OC)C1CCCCC1 (2-dicyclohexylphosphino-2′,6′-dimethoxybiphenyl), P(=O)([O-])([O-])[O-].[K+].[K+].[K+] (potassium phosphate). The reagents and catalysts are C(C)(=O)[O-].[Pd+2].C(C)(=O)[O-] (palladium acetate). The solvent is C1(=CC=CC=C1)C (toluene), O (water), C1(=CC=CC=C1)C (toluene). Conditions: temperature 100 celsius, time 1 hour. Product: COC(CC1=C(C=C(C=C1)C1=C(C=C(C=C1)C(CC)(C1=CC(=C(C=C1)C#CC1(CCCCC1)O[Si](C)(C)C)C)CC)C)F)=O ((4′-{1-ethyl-1-[3-methyl-4-(1-trimethylsilanyloxy-cyclohexylethynyl)-phenyl]-propyl}-3-fluoro-2′-methyl-biphenyl-4-yl)-acetic Acid Methyl Ester). The yield is 77.9%. As a reaction SMILES: C1(P(C2CCCCC2)C2C=CC=CC=2C2C(OC)=CC=CC=2OC)CCCCC1.P([O-])([O-])([O-])=O.[K+].[K+].[K+].[CH3:38][O:39][C:40](=[O:50])[CH2:41][C:42]1[CH:47]=[CH:46][C:45](Cl)=[CH:44][C:43]=1[F:49].[CH2:51]([C:53]([C:76]1[CH:81]=[CH:80][C:79](B2OC(C)(C)C(C)(C)O2)=[C:78]([CH3:91])[CH:77]=1)([C:56]1[CH:61]=[CH:60][C:59]([C:62]#[C:63][C:64]2([O:70][Si:71]([CH3:74])([CH3:73])[CH3:72])[CH2:69][CH2:68][CH2:67][CH2:66][CH2:65]2)=[C:58]([CH3:75])[CH:57]=1)[CH2:54][CH3:55])[CH3:52]>O.C1(C)C=CC=CC=1.C([O-])(=O)C.[Pd+2].C([O-])(=O)C>[CH3:38][O:39][C:40](=[O:50])[CH2:41][C:42]1[CH:47]=[CH:46][C:45]([C:79]2[CH:80]=[CH:81][C:76]([C:53]([CH2:54][CH3:55])([C:56]3[CH:61]=[CH:60][C:59]([C:62]#[C:63][C:64]4([O:70][Si:71]([CH3:73])([CH3:74])[CH3:72])[CH2:69][CH2:68][CH2:67][CH2:66][CH2:65]4)=[C:58]([CH3:75])[CH:57]=3)[CH2:51][CH3:52])=[CH:77][C:78]=2[CH3:91])=[CH:44][C:43]=1[F:49] |f:1.2.3.4,9.10.11|. Procedure: A solution of palladium acetate (2.0 mg, 0.009 mmol), 2-dicyclohexylphosphino-2′,6′-dimethoxybiphenyl (7.4 mg, 0.018 mmol) and potassium phosphate (38.4 mg, 0.181 mmol) in water (0.032 mL) and toluene (0.150 mL) was stirred for three minutes. A solution of (4-chloro-2-fluoro-phenyl)acetic acid methyl ester (Example 40; 19.6 mg, 0.097 mmol) and 2-(4-{1-ethyl-1-[3-methyl-4-(1-trimethylsilanyloxy-cyclohexylethynyl)-phenyl]-propyl}-2-methyl-phenyl)-4,4,5,5-tetramethyl-[1,3,2]dioxaborolane (Example 3... The reactants are COC(C1=CC=C(C(=O)NC2C(CC(CC2)OC(C)=O)C2=CC(=C(C=C2)OC)OC(F)F)C=C1)=O (N-{(1RS,2RS,4RS)-4-acetoxy-2-[3-(1,1-difluoro-methoxy)-4-methoxy-phenyl]-cyclohexyl}-terephthalamic acid methyl ester), COC(C1=CC=C(C(=O)NC2C(CC(CC2)OC(C)=O)C2=CC(=C(C=C2)OC)OC(F)F)C=C1)=O (N-{(1RS,2RS,4RS)-4-acetoxy-2-[3-(1,1-difluoro-methoxy)-4-methoxy-phenyl]-cyclohexyl}-terephthalamic acid methyl ester), [OH-].[Na+] (sodium hydroxide). Solvent: ClCCl (dichloromethane), P(=O)(Cl)(Cl)Cl (phosphorus oxychloride). Run at temperature 100 celsius. Product: COC(C1=CC=C(C=C1)C1=NC2CCC(CC2C2=CC(=C(C=C12)OC)OC(F)F)OC(C)=O)=O (4-[(2RS,4aRS,10bRS)-2-Acetoxy-9-(1,1-difluoro-methoxy)-8-methoxy-1,2,3,4,4a,10b-hexahydro-phenanthridin-6-yl]-benzoic Acid Methyl Ester). Isolated yield 64.4%. Reaction SMILES: [CH3:1][O:2][C:3](=[O:35])[C:4]1[CH:34]=[CH:33][C:7]([C:8]([NH:10][CH:11]2[CH2:16][CH2:15][CH:14]([O:17][C:18](=[O:20])[CH3:19])[CH2:13][CH:12]2[C:21]2[CH:26]=[CH:25][C:24]([O:27][CH3:28])=[C:23]([O:29][CH:30]([F:32])[F:31])[CH:22]=2)=O)=[CH:6][CH:5]=1.[OH-].[Na+]>P(Cl)(Cl)(Cl)=O.ClCCl>[CH3:1][O:2][C:3](=[O:35])[C:4]1[CH:34]=[CH:33][C:7]([C:8]2[C:26]3[C:21](=[CH:22][C:23]([O:29][CH:30]([F:32])[F:31])=[C:24]([O:27][CH3:28])[CH:25]=3)[CH:12]3[CH:11]([CH2:16][CH2:15][CH:14]([O:17][C:18](=[O:20])[CH3:19])[CH2:13]3)[N:10]=2)=[CH:6][CH:5]=1 |f:1.2|. Reported procedure: 500 mg of N-{(1RS,2RS,4RS)-4-acetoxy-2-[3-(1,1-difluoro-methoxy)-4-methoxy-phenyl]-cyclohexyl}-terephthalamic acid methyl ester (compound D2) are dissolved in 2 ml of phosphorus oxychloride and heated for 4.5 h at 100° C. After cooling to room temperature the sample is diluted with 10 ml of dichloromethane and added dropwise to an aqueous sodium hydroxide solution. The water layer is extracted twice with dichloromethane. The solvent is removed and the crude product purified by chromatography on ... Reactants: ClC=1C(=NC=C(C(=O)Cl)C1)O (5-chloro-6-hydroxynicotinoyl chloride), diethyl ethoxymagnesium-malonate. The solvent is O1CCCC1 (tetrahydrofuran), O1CCCC1 (tetrahydrofuran). Yields the product OC1=NC=C(C=C1Cl)C(C)=O (2-Hydroxy-3-chloro-5-acetylpyridine). Isolated yield 93.3%. As a reaction SMILES: [Cl:1][C:2]1[C:3]([OH:11])=[N:4][CH:5]=[C:6]([CH:10]=1)[C:7](Cl)=[O:8].[C:12]([O-])(=O)CC([O-])=O.C(C(CC)(O[Mg+2])C)C>O1CCCC1>[OH:11][C:3]1[C:2]([Cl:1])=[CH:10][C:6]([C:7](=[O:8])[CH3:12])=[CH:5][N:4]=1 |f:1.2|. Procedure: 7.2 g (37.5 mmol) of 5-chloro-6-hydroxynicotinoyl chloride in 10 ml of absolute tetrahydrofuran are added to a boiling solution of 8.55 g (37.5 mmol) of diethyl ethoxymagnesium-malonate (prepared in accordance with Org. Synth. Coll. Vol. IV (1963), 285) in 120 ml of absolute tetrahydrofuran and the mixture is heated under reflux for 2 hours. After neutralization with 2N sulphuric acid, the organic phase is separated off and evaporated. The residue is heated under reflux in a mixture of 30 ml of ... Starting materials: Cl.F[C@H]1CNCC1 ((R)-3-fluoropyrrolidine hydrochloride), O=C1CCC(CC1)NC(OC(C)(C)C)=O (tert-butyl 4-oxocyclohexylcarbamate). The product is F[C@H]1CN(CC1)C1CCC(CC1)N ((R)-4-(3-fluoropyrrolidin-1-yl)cyclohexanamine). Yield: 45.9%. As a reaction SMILES: Cl.[F:2][C@@H:3]1[CH2:7][CH2:6][NH:5][CH2:4]1.O=[C:9]1[CH2:14][CH2:13][CH:12]([NH:15]C(=O)OC(C)(C)C)[CH2:11][CH2:10]1>>[F:2][C@@H:3]1[CH2:7][CH2:6][N:5]([CH:9]2[CH2:14][CH2:13][CH:12]([NH2:15])[CH2:11][CH2:10]2)[CH2:4]1 |f:0.1|. Procedure details: Following General procedure I, (R)-3-fluoropyrrolidine hydrochloride (407 mg, 3.26 mmol) was reacted with tert-butyl 4-oxocyclohexylcarbamate (500 mg, 2.34 mmol) to afford the desired product (200 mg, 51%) as a colorless oil: ESI MS m/z 187 [C10H19FN2+H]+. Starting materials: CCOC(=O)COc1ccc(CCCS(=O)(=O)c2ccc(Cl)cc2)cc1NC(=O)c1cc(NC(=O)OCc2ccc([N+](=O)[O-])cc2)cc(OCc2nc(C(C)(C)C)cs2)c1, C, CCO, [H][H], C1CCOC1, [Pd]. The product is CCOC(=O)COc1ccc(CCCS(=O)(=O)c2ccc(Cl)cc2)cc1NC(=O)c1cc(N)cc(OCc2nc(C(C)(C)C)cs2)c1. As a reaction SMILES: [C:1]([CH3:2])([CH3:3])([CH3:4])[c:5]1[n:6][c:7]([CH2:10][O:11][c:12]2[cH:13][c:14]([C:15](=[O:16])[NH:17][c:18]3[c:19]([O:20][CH2:21][C:22](=[O:23])[O:24][CH2:25][CH3:26])[cH:27][cH:28][c:29]([CH2:31][CH2:32][CH2:33][S:34](=[O:35])(=[O:36])[c:37]4[cH:38][cH:39][c:40]([Cl:43])[cH:41][cH:42]4)[cH:30]3)[cH:44][c:45]([NH:47][C:48]([O:49][CH2:50][c:51]3[cH:52][cH:53][c:54]([N+:55]([O-:56])=[O:57])[cH:58][cH:59]3)=[O:60])[cH:46]2)[s:8][cH:9]1.[C:71].[CH3:63][CH2:64][OH:65].[H:61][H:62].[O:66]1[CH2:67][CH2:68][CH2:69][CH2:70]1.[Pd:72]>>[C:1]([CH3:2])([CH3:3])([CH3:4])[c:5]1[n:6][c:7]([CH2:10][O:11][c:12]2[cH:13][c:14]([C:15](=[O:16])[NH:17][c:18]3[c:19]([O:20][CH2:21][C:22](=[O:23])[O:24][CH2:25][CH3:26])[cH:27][cH:28][c:29]([CH2:31][CH2:32][CH2:33][S:34](=[O:35])(=[O:36])[c:37]4[cH:38][cH:39][c:40]([Cl:43])[cH:41][cH:42]4)[cH:30]3)[cH:44][c:45]([NH2:47])[cH:46]2)[s:8][cH:9]1. As a reaction SMILES: [OH:1][C@@H:2]1[C@@H:7]([N:8]2[C:17](=[O:18])[C:16]3[C:11](=[C:12]4[CH:33]=[CH:32][CH:31]=[CH:30][C:13]4=[C:14]([CH2:19][C:20]4[CH:21]=[CH:22][C:23]([C:26]([O:28]C)=[O:27])=[N:24][CH:25]=4)[CH:15]=3)[N:10]=[CH:9]2)[CH2:6][CH2:5][O:4][CH2:3]1.[OH-].[Li+]>O.C1COCC1>[OH:1][C@@H:2]1[C@@H:7]([N:8]2[C:17](=[O:18])[C:16]3[C:11](=[C:12]4[CH:33]=[CH:32][CH:31]=[CH:30][C:13]4=[C:14]([CH2:19][C:20]4[CH:21]=[CH:22][C:23]([C:26]([OH:28])=[O:27])=[N:24][CH:25]=4)[CH:15]=3)[N:10]=[CH:9]2)[CH2:6][CH2:5][O:4][CH2:3]1 |f:1.2|. Run at temperature 50 celsius. Procedure: To a solution of methyl 5-({3-[(3R,4S)-3-hydroxytetrahydro-2H-pyran-4-yl]-4-oxo-3,4-dihydrobenzo[h]quinazolin-6-yl}methyl)pyridine-2-carboxylate (0.150 g, 0.337 mmol) in 2 mL of water and 2 mL of THF was added lithium hydroxide (0.016 g, 0.67 mmol). The mixture was heated to 50° C. for 2 h, cooled to rt, and quenched with saturated aqueous potassium phosphate to pH 5. The aqueous solution was extracted 3× with ethyl acetate and the combined organic fractions were dried over sodium sulfate, filte... Yields the product O[C@H]1COCC[C@@H]1N1C=NC2=C3C(=C(C=C2C1=O)CC=1C=CC(=NC1)C(=O)O)C=CC=C3 (5-({3-[(3R,4S)-3-Hydroxytetrahydro-2H-pyran-4-yl]4-oxo-3,4-dihydrobenzo[h]quinazolin-6-yl}methyl)pyridine-2-carboxylic acid). The solvent is O (water), C1CCOC1 (THF). Reactants: O[C@H]1COCC[C@@H]1N1C=NC2=C3C(=C(C=C2C1=O)CC=1C=CC(=NC1)C(=O)OC)C=CC=C3 (methyl 5-({3-[(3R,4S)-3-hydroxytetrahydro-2H-pyran-4-yl]-4-oxo-3,4-dihydrobenzo[h]quinazolin-6-yl}methyl)pyridine-2-carboxylate), [OH-].[Li+] (lithium hydroxide). The reactants are ClCCl, COCCN(Cc1cccc(-c2cc3nccc(Oc4ccc(NC(=S)NC(=O)Cc5ccccc5)cc4F)c3s2)c1)C(=O)OC(C)(C)C, O=C(O)C(F)(F)F. Yields the product COCCNCc1cccc(-c2cc3nccc(Oc4ccc(NC(=S)NC(=O)Cc5ccccc5)cc4F)c3s2)c1. RXN SMILES: [Cl:57][CH2:58][Cl:59].[F:1][c:2]1[c:3]([O:4][c:5]2[c:6]3[c:7]([n:8][cH:9][cH:10]2)[cH:11][c:12](-[c:14]2[cH:15][c:16]([CH2:17][N:18]([C:19](=[O:20])[O:21][C:22]([CH3:23])([CH3:24])[CH3:25])[CH2:26][CH2:27][O:28][CH3:29])[cH:30][cH:31][cH:32]2)[s:13]3)[cH:33][cH:34][c:35]([NH:37][C:38](=[S:39])[NH:40][C:41]([CH2:42][c:43]2[cH:44][cH:45][cH:46][cH:47][cH:48]2)=[O:49])[cH:36]1.[F:50][C:51]([F:52])([F:53])[C:54]([OH:55])=[O:56]>>[F:1][c:2]1[c:3]([O:4][c:5]2[c:6]3[c:7]([n:8][cH:9][cH:10]2)[cH:11][c:12](-[c:14]2[cH:15][c:16]([CH2:17][NH:18][CH2:26][CH2:27][O:28][CH3:29])[cH:30][cH:31][cH:32]2)[s:13]3)[cH:33][cH:34][c:35]([NH:37][C:38](=[S:39])[NH:40][C:41]([CH2:42][c:43]2[cH:44][cH:45][cH:46][cH:47][cH:48]2)=[O:49])[cH:36]1. Reactants: C1CCOC1, I, [NH4+], [OH-], O=Cc1ccc(-c2nc3ccn4c(CO)nnc4c3cc2-c2ccccc2)cc1. The product is N#Cc1ccc(-c2nc3ccn4c(CO)nnc4c3cc2-c2ccccc2)cc1. Reaction SMILES: [CH2:33]1[O:34][CH2:35][CH2:36][CH2:37]1.[I:32].[NH4+:31].[OH-:30].[OH:1][CH2:2][c:3]1[n:4][n:5][c:6]2[c:7]3[cH:8][c:9](-[c:24]4[cH:25][cH:26][cH:27][cH:28][cH:29]4)[c:10](-[c:16]4[cH:17][cH:18][c:19]([CH:20]=[O:21])[cH:22][cH:23]4)[n:11][c:12]3[cH:13][cH:14][n:15]12>>[OH:1][CH2:2][c:3]1[n:4][n:5][c:6]2[c:7]3[cH:8][c:9](-[c:24]4[cH:25][cH:26][cH:27][cH:28][cH:29]4)[c:10](-[c:16]4[cH:17][cH:18][c:19]([C:20]#[N:31])[cH:22][cH:23]4)[n:11][c:12]3[cH:13][cH:14][n:15]12.